This data is from the Open Reaction Database (ORD), a public repository of structured organic reaction records. The task is: describe an organic reaction: reactants, conditions, products, and yield The reactants are OCCC1CC(N1)=O (4-(2-hydroxyethyl)-2-azetidinone), O1CCCC=C1 (2,3-dihydropyran), O.C1(=CC=C(C=C1)S(=O)(=O)O)C (p-toluenesulfonic acid monohydrate). Run in O1CCOCC1 (p-dioxane). Run at time 60 minute. Yields the product O1C(CCCC1)N1C(CC1CCOC1OCCCC1)=O (1-(2-tetrahydropyranyl)-4-[2-(2-tetrahydropyranyl)oxyethyl]-2-azetidinone). The yield is 282.3%. Reaction SMILES: [OH:1][CH2:2][CH2:3][CH:4]1[NH:7][C:6](=[O:8])[CH2:5]1.[O:9]1[CH:14]=[CH:13][CH2:12][CH2:11][CH2:10]1.[OH2:15].[C:16]1(C)C=[CH:20][C:19](S(O)(=O)=O)=[CH:18][CH:17]=1>O1CCOCC1>[O:9]1[CH2:10][CH2:11][CH2:12][CH2:13][CH:14]1[N:7]1[CH:4]([CH2:3][CH2:2][O:1][CH:20]2[CH2:19][CH2:18][CH2:17][CH2:16][O:15]2)[CH2:5][C:6]1=[O:8] |f:2.3|. Procedure: Under nitrogen and at 25° C., a solution of 4-(2-hydroxyethyl)-2-azetidinone (62 mg, 0.539 mmole) in 0.5 ml of anhydrous p-dioxane is treated with 2,3-dihydropyran (0.98 ml, 1.08 mmoles) and p-toluenesulfonic acid monohydrate (19 mg, 0.10 mmole). The resulting solution is stirred for a period of 60 minutes and then partitioned between 10 ml of 0.5 M pH 7 phosphate buffer and 10 ml of ethyl acetate. The aqueous phase is extracted a second time with ethyl acetate. The combined ethyl acetate soluti... Reactants: ClC=1C=C(C=CC1)C=1N=C(SC1C(=O)N)NC1=C(C=C(C(=C1)OCCOC1OCCCC1)OC)[N+](=O)[O-] (4-(3-chloro-phenyl)-2-{4-methoxy-2-nitro-5-[2-(tetrahydro-pyran-2-yloxy)-ethoxy]-phenylamino}-thiazole-5-carboxylic acid amide), C(=O)O (formic acid), [H][H] (hydrogen). Reagents/catalysts: [Pd] (palladium on carbon). Run at time 30 minute. Product: ClC=1C=C(C=CC1)C=1N=C(SC1C(=O)N)N1C=NC2=C1C=C(C(=C2)OC)OCCO (4-(3-chloro-phenyl)-2-[6-(2-hydroxy-ethoxy)-5-methoxy-benzoimidazol-1-yl]-thiazole-5-carboxylic acid amide). RXN SMILES: [Cl:1][C:2]1[CH:3]=[C:4]([C:8]2[N:9]=[C:10]([NH:16][C:17]3[CH:22]=[C:21]([O:23][CH2:24][CH2:25][O:26]C4CCCCO4)[C:20]([O:33][CH3:34])=[CH:19][C:18]=3[N+:35]([O-])=O)[S:11][C:12]=2[C:13]([NH2:15])=[O:14])[CH:5]=[CH:6][CH:7]=1.[H][H].[CH:40](O)=O>[Pd]>[Cl:1][C:2]1[CH:3]=[C:4]([C:8]2[N:9]=[C:10]([N:16]3[C:17]4[CH:22]=[C:21]([O:23][CH2:24][CH2:25][OH:26])[C:20]([O:33][CH3:34])=[CH:19][C:18]=4[N:35]=[CH:40]3)[S:11][C:12]=2[C:13]([NH2:15])=[O:14])[CH:5]=[CH:6][CH:7]=1. Reported procedure: A mixture of 0.470 g (0.86 mmole) of 4-(3-chloro-phenyl)-2-{4-methoxy-2-nitro-5-[2-(tetrahydro-pyran-2-yloxy)-ethoxy]-phenylamino}-thiazole-5-carboxylic acid amide (VI.44), 0.250 g of 10% palladium on carbon catalyst and 3 mL of 96% formic acid was stirred under 1 atmosphere of hydrogen for 16 hours. The mixture was filtered through diatomaceous earth and the diatomaceous earth pad was washed with formic acid. The filtrate was heated at reflux for 2 hours, cooled and concentrated under reduced p... Starting materials: NC1=CC=C(OCC2=NC3=CC=CC=C3C=C2)C=C1 (2-(4-Aminophenoxymethyl)quinoline), C1(CCCC1)Br (cyclopentyl bromide). Reaction SMILES: [NH2:1][C:2]1[CH:19]=[CH:18][C:5]([O:6][CH2:7][C:8]2[CH:17]=[CH:16][C:15]3[C:10](=[CH:11][CH:12]=[CH:13][CH:14]=3)[N:9]=2)=[CH:4][CH:3]=1.[CH:20]1(Br)[CH2:24][CH2:23][CH2:22][CH2:21]1>>[CH:20]1([NH:1][C:2]2[CH:3]=[CH:4][C:5]([O:6][CH2:7][C:8]3[CH:17]=[CH:16][C:15]4[C:10](=[CH:11][CH:12]=[CH:13][CH:14]=4)[N:9]=3)=[CH:18][CH:19]=2)[CH2:24][CH2:23][CH2:22][CH2:21]1. Procedure: The title compound was prepared at a temperature of +40°-+50° C. from 10 g (0.04 mol) of the compound from Example 1 and 6 g (0.04 mol) of cyclopentyl bromide in analogy to Example 13. The product is C1(CCCC1)NC1=CC=C(OCC2=NC3=CC=CC=C3C=C2)C=C1 (2-(4-Cyclopentylaminophenoxymethyl)-quinoline). Reactants: Sc1ccccc1Br, O=C([O-])[O-], CN(C)C=O, CCI, [K+], [K+]. Yields the product CCSc1ccccc1Br. RXN SMILES: [Br:1][c:2]1[c:3]([SH:8])[cH:4][cH:5][cH:6][cH:7]1.[C:9](=[O:10])([O-:11])[O-:12].[CH3:18][N:19]([CH3:20])[CH:21]=[O:22].[I:15][CH2:16][CH3:17].[K+:13].[K+:14]>>[Br:1][c:2]1[c:3]([S:8][CH2:16][CH3:17])[cH:4][cH:5][cH:6][cH:7]1.